This data is from the Open Reaction Database (ORD), a public repository of structured organic reaction records. The task is: describe an organic reaction: reactants, conditions, products, and yield Starting materials: CI, O=C(O)c1cn(-c2ccc(O)cc2)c2c(F)c(N3CCNCC3)c(F)cc2c1=O, CN(C)C=O. The product is CN1CCN(c2c(F)cc3c(=O)c(C(=O)O)cn(-c4ccc(O)cc4)c3c2F)CC1. Reaction SMILES: [CH3:30][I:31].[F:1][c:2]1[cH:3][c:4]2[c:5](=[O:29])[c:6]([C:26](=[O:27])[OH:28])[cH:7][n:8](-[c:19]3[cH:20][cH:21][c:22]([OH:25])[cH:23][cH:24]3)[c:9]2[c:10]([F:18])[c:11]1[N:12]1[CH2:13][CH2:14][NH:15][CH2:16][CH2:17]1.[O:32]=[CH:33][N:34]([CH3:35])[CH3:36]>>[F:1][c:2]1[cH:3][c:4]2[c:5](=[O:29])[c:6]([C:26](=[O:27])[OH:28])[cH:7][n:8](-[c:19]3[cH:20][cH:21][c:22]([OH:25])[cH:23][cH:24]3)[c:9]2[c:10]([F:18])[c:11]1[N:12]1[CH2:13][CH2:14][N:15]([CH3:30])[CH2:16][CH2:17]1. Starting materials: CO, CCCCOC(=O)c1ccc(Cl)nn1, N. The product is NC(=O)c1ccc(Cl)nn1. As a reaction SMILES: [CH3:16][OH:17].[Cl:2][c:3]1[cH:4][cH:5][c:6]([C:9]([O:11][CH2:10][CH2:12][CH2:13][CH3:14])=[O:15])[n:7][n:8]1.[NH3:1]>>[NH2:1][C:9]([c:6]1[cH:5][cH:4][c:3]([Cl:2])[n:8][n:7]1)=[O:11]. Starting materials: [NH4+].[Cl-] (NH4Cl), CC1=C(C(C(CC1)C)(C)C)CCC(C)=O (4-(2,5,6,6-tetramethyl-1-cyclohexen-1-yl)-2-butanone), alcohol, [OH-].[K+] (KOH), C1CCOC1 (THF). Solvent: O (H2O). Run at time 3 hour. Product: CC(C#CCO)(CCC1=C(CCC(C1(C)C)C)C)O (4-methyl-6-(2,5,6,6-tetramethyl-1-cyclohexen-1-yl)-2-hexyn-1,4-diol). Isolated yield 77.0%. As a reaction SMILES: [CH3:1][C:2]1[CH2:7][CH2:6][CH:5]([CH3:8])[C:4]([CH3:10])([CH3:9])[C:3]=1[CH2:11][CH2:12][C:13](=[O:15])[CH3:14].[OH-].[K+].[NH4+].[Cl-].[CH2:20]1C[O:23][CH2:22][CH2:21]1>O>[CH3:14][C:13]([OH:15])([CH2:12][CH2:11][C:3]1[C:4]([CH3:9])([CH3:10])[CH:5]([CH3:8])[CH2:6][CH2:7][C:2]=1[CH3:1])[C:20]#[C:21][CH2:22][OH:23] |f:1.2,3.4|. Procedure: A mixture of 4-(2,5,6,6-tetramethyl-1-cyclohexen-1-yl)-2-butanone (13 g, 0.061 mol) and propargylic alcohol (4 g, 0.071 mol) was added within 100 min to a mechanically stirred slurry of powdered KOH (26 g, 0.46 mol) in THF (100 ml) at 20° C. under N2. After 3 h at 20°, the brown mixture was poured into a cold solution of NH4Cl (28 g) in H2O (100 ml). Extraction with ether, workup and chromatography [SiO2, (200 g), cyclohexane/ethyl acetate 7:3] afforded 4-methyl-6-(2,5,6,6-tetramethyl-1-cyclohex... Starting materials: C(=C)C1CCC2(OCCO2)CC1 (8-vinyl-1,4-dioxaspiro[4,5]decane), C(=O)O (formic acid), C1(=CC=CC=C1)C (toluene). Solvent: [Cl-].[Na+].O (brine). The product is C(=C)C1CCC(CC1)=O (4-vinylcyclohexanone). The yield is 87.5%. RXN SMILES: [CH:1]([CH:3]1[CH2:12][CH2:11][C:6]2(OCC[O:7]2)[CH2:5][CH2:4]1)=[CH2:2].C(O)=O.C1(C)C=CC=CC=1>[Cl-].[Na+].O>[CH:1]([CH:3]1[CH2:12][CH2:11][C:6](=[O:7])[CH2:5][CH2:4]1)=[CH2:2] |f:3.4.5|. Procedure: 103.3 g of the compound (22), 86.5 g of 98% formic acid and 200 mL of toluene were added to a reactor under nitrogen atmosphere, and stirred under refluxing and heating for 2 hours. After confirming that the reaction had been completed by GC analysis, the reaction mixture was poured into and mixed with 500 mL of brine at 0° C. The mixture was separated into an organic layer and an aqueous layer by standing still, so as to attain extraction to the organic layer. The resulting organic layer was fr... The reactants are N1=CC(=CC=C1)C1SCC=2N1C=CC2C(=O)C2=CN(C1=CC(=CC=C21)C2=CC=C(C=C2)F)CCC(=O)OCC (3-(pyridin-3-yl)-7-[1-(2-carboethoxyethyl)-6-(4-fluorophenyl)indol-3-ylcarbonyl]-1H,3H--pyrrolo[1,2-c]thiazole), [OH-].[Li+] (lithium hydroxide), Cl (HCl). Run in C1CCOC1 (THF), O (H2O). The product is N1=CC(=CC=C1)C1SCC=2N1C=CC2C(=O)C2=CN(C1=CC(=CC=C21)C2=CC=C(C=C2)F)CCC(=O)O (3-(Pyridin-3-yl)-7-[1-(2-carboxyethyl)-6-(4-fluorophenyl)indol-3-ylcarbonyl]-1H,3H-pyrrolo[1,2-c]thiazole). As a reaction SMILES: [N:1]1[CH:6]=[CH:5][CH:4]=[C:3]([CH:7]2[N:11]3[CH:12]=[CH:13][C:14]([C:15]([C:17]4[C:25]5[C:20](=[CH:21][C:22]([C:26]6[CH:31]=[CH:30][C:29]([F:32])=[CH:28][CH:27]=6)=[CH:23][CH:24]=5)[N:19]([CH2:33][CH2:34][C:35]([O:37]CC)=[O:36])[CH:18]=4)=[O:16])=[C:10]3[CH2:9][S:8]2)[CH:2]=1.[OH-].[Li+].Cl>C1COCC1.O>[N:1]1[CH:6]=[CH:5][CH:4]=[C:3]([CH:7]2[N:11]3[CH:12]=[CH:13][C:14]([C:15]([C:17]4[C:25]5[C:20](=[CH:21][C:22]([C:26]6[CH:31]=[CH:30][C:29]([F:32])=[CH:28][CH:27]=6)=[CH:23][CH:24]=5)[N:19]([CH2:33][CH2:34][C:35]([OH:37])=[O:36])[CH:18]=4)=[O:16])=[C:10]3[CH2:9][S:8]2)[CH:2]=1 |f:1.2|. Reported procedure: A mixture of 3-(pyridin-3-yl)-7-[1-(2-carboethoxyethyl)-6-(4-fluorophenyl)indol-3-ylcarbonyl]-1H,3H--pyrrolo[1,2-c]thiazole (90 mg, 0.17 mmol), and lithium hydroxide (11 mg), where stirred in 33% aqueous THF (15 mL) for 45 min. The reaction mixture was diluted with H2O and taken to pH 4 with 1M aqueous HCl. The reaction mixture was extracted three times with ethyl acetate. The combined organic layers where dried over MgSO4, filtered,and concentrated in vacuo. 3-(Pyridin-3-yl)-7-[1-(2-carboxyethy...